describe an organic reaction: reactants, conditions, products, and yield From a dataset of the Open Reaction Database (ORD), a public repository of structured organic reaction records. Starting materials: C1C2N(CCN1CCCO)CCCC2 (3-(Octahydro-2H-pyrido[1,2-a]pyrazin-2-yl)propanol), N1=CC=CC=C1 (pyridine), S(=O)(=O)(C1=CC=C(C)C=C1)Cl (tosyl chloride). Run in ClCCl (dichloromethane). Yields the product C1(=CC=C(C=C1)S(=O)(=O)OCCCN1CC2N(CC1)CCCC2)C (3-(Octahydro-2H-pyrido[1,2-a]pyrazin-2-yl)propanol 4-toluene-sulphonate). Reaction SMILES: [CH2:1]1[N:6]([CH2:7][CH2:8][CH2:9][OH:10])[CH2:5][CH2:4][N:3]2[CH2:11][CH2:12][CH2:13][CH2:14][CH:2]12.N1C=CC=CC=1.[S:21](Cl)([C:24]1[CH:30]=[CH:29][C:27]([CH3:28])=[CH:26][CH:25]=1)(=[O:23])=[O:22]>ClCCl>[C:27]1([CH3:28])[CH:29]=[CH:30][C:24]([S:21]([O:10][CH2:9][CH2:8][CH2:7][N:6]2[CH2:5][CH2:4][N:3]3[CH2:11][CH2:12][CH2:13][CH2:14][CH:2]3[CH2:1]2)(=[O:23])=[O:22])=[CH:25][CH:26]=1. Reported procedure: A solution of 4.5 g of the compound obtained in Step B, 2.5 ml of pyridine, and 4.8 g of tosyl chloride in 100 ml of dichloromethane is stirred for 24 hours at room temperature, and then washed with 100 ml of water and finally purified over a silica gel chromatography column, eluted with a mixture of CH2Cl2/MeOH (95/5), enabling the expected product to be isolated. Reactants: esters, FC(C=1C=C(CN2C(CC3(CC3)CC2)C(=O)NC2(CC2)C2=CC=C(C(=O)OC)C=C2)C=CC1)(F)F (methyl 4-(1-(6-(3-(trifluoromethyl)benzyl)-6-azaspiro[2.5]octane-5-carboxamido)cyclopropyl)benzoate), O[Li].O (LiOH H2O). Yields the product FC(C=1C=C(CN2C(CC3(CC3)CC2)C(=O)NC2(CC2)C2=CC=C(C(=O)O)C=C2)C=CC1)(F)F (4-(1-(6-(3-(trifluoromethyl)benzyl)-6-azaspiro[2.5]octane-5-carboxamido)cyclopropyl)benzoic acid). The yield is 66.2%. RXN SMILES: [F:1][C:2]([F:35])([F:34])[C:3]1[CH:4]=[C:5]([CH:31]=[CH:32][CH:33]=1)[CH2:6][N:7]1[CH2:14][CH2:13][C:10]2([CH2:12][CH2:11]2)[CH2:9][CH:8]1[C:15]([NH:17][C:18]1([C:21]2[CH:30]=[CH:29][C:24]([C:25]([O:27]C)=[O:26])=[CH:23][CH:22]=2)[CH2:20][CH2:19]1)=[O:16].O[Li].O>>[F:34][C:2]([F:1])([F:35])[C:3]1[CH:4]=[C:5]([CH:31]=[CH:32][CH:33]=1)[CH2:6][N:7]1[CH2:14][CH2:13][C:10]2([CH2:12][CH2:11]2)[CH2:9][CH:8]1[C:15]([NH:17][C:18]1([C:21]2[CH:22]=[CH:23][C:24]([C:25]([OH:27])=[O:26])=[CH:29][CH:30]=2)[CH2:19][CH2:20]1)=[O:16] |f:1.2|. Procedure details: The title compound (E9) (39 mg) was prepared according to the general procedure for esters hydrolysis (Method D) starting from methyl 4-(1-(6-(3-(trifluoromethyl)benzyl)-6-azaspiro[2.5]octane-5-carboxamido)cyclopropyl)benzoate (single unknown enantiomer) (D125) (60.7 mg). (LiOH H2O: 4 eq; reaction time: 18 hrs) Reactants: C[Si](C)(C)[N-][Si](C)(C)C.[Li+].C1CCOC1 (lithiumbis(trimethylsilyl)amide THF), C(CCC)[Sn](CCCC)(CCCC)Cl (tri-n-butylstannyl chloride), C(CC)(=O)C=1N=CN2C1SC=C2 (7-propionylimidazo[5,1-b]thiazole), [Cl-].[NH4+] (ammonium chloride), C[Si](C)(C)[N-][Si](C)(C)C.[Li+].C1CCOC1 (lithiumbis(trimethylsilyl)amide THF). Solvent: C1CCOC1 (THF), C1CCOC1 (THF), C1CCOC1 (THF). Conditions: time 1 hour. The product is C(CC)(=O)C=1N=CN2C1SC=C2[Sn](CCCC)(CCCC)CCCC (7-propionyl-3-(tri-n-butylstannyl)imidazo[5,1-b]thiazole). Reaction SMILES: C[Si]([N-][Si](C)(C)C)(C)C.[Li+].C1COCC1.[CH2:16]([Sn:20](Cl)([CH2:25][CH2:26][CH2:27][CH3:28])[CH2:21][CH2:22][CH2:23][CH3:24])[CH2:17][CH2:18][CH3:19].[C:30]([C:34]1[N:35]=[CH:36][N:37]2[CH:41]=[CH:40][S:39][C:38]=12)(=[O:33])[CH2:31][CH3:32].[Cl-].[NH4+]>C1COCC1>[C:30]([C:34]1[N:35]=[CH:36][N:37]2[C:41]([Sn:20]([CH2:25][CH2:26][CH2:27][CH3:28])([CH2:21][CH2:22][CH2:23][CH3:24])[CH2:16][CH2:17][CH2:18][CH3:19])=[CH:40][S:39][C:38]=12)(=[O:33])[CH2:31][CH3:32] |f:0.1.2,5.6|. Procedure: A 1.0 N lithiumbis(trimethylsilyl)amide/THF solution (6.17 ml) was added to 60 ml of THF. A solution of 2.12 ml of tri-n-butylstannyl chloride in 24 ml of THF and a solution of 1.11 g of 7-propionylimidazo[5,1-b]thiazole in 24 ml of THF were dropwise added in that order in an argon atmosphere at −73° C. to the mixture. The mixture was stirred at the same temperature for one hr. A 1.0 N lithiumbis(trimethylsilyl)amide/THF solution (6.17 ml) was added dropwise thereto. The mixture was stirred at t...